From a dataset of the Open Reaction Database (ORD), a public repository of structured organic reaction records. describe an organic reaction: reactants, conditions, products, and yield Reactants: ClC1=NC(=CC=C1[N+](=O)[O-])OC (2-chloro-6-methoxy-3-nitropyridine), FC(C=1C=C(C=CC1)O)(F)F (3-trifluoromethylphenol), C([O-])([O-])=O.[Cs+].[Cs+] (cesium carbonate). Solvent: CN(C)C=O (DMF). Reaction conditions: temperature 70 celsius. Yields the product [N+](=O)([O-])C=1C(=NC=CC1)OC1=CC(=CC=C1)C(F)(F)F (3-Nitro-2-(3-trifluoromethyl-phenoxy)-pyridine). Isolated yield 59.1%. As a reaction SMILES: Cl[C:2]1[C:7]([N+:8]([O-:10])=[O:9])=[CH:6][CH:5]=[C:4](OC)[N:3]=1.[F:13][C:14]([F:23])([F:22])[C:15]1[CH:16]=[C:17]([OH:21])[CH:18]=[CH:19][CH:20]=1.C(=O)([O-])[O-].[Cs+].[Cs+]>CN(C=O)C>[N+:8]([C:7]1[C:2]([O:21][C:17]2[CH:18]=[CH:19][CH:20]=[C:15]([C:14]([F:13])([F:22])[F:23])[CH:16]=2)=[N:3][CH:4]=[CH:5][CH:6]=1)([O-:10])=[O:9] |f:2.3.4|. Reported procedure: A solution of 2-chloro-6-methoxy-3-nitropyridine (20 g, 125 mmol) in DMF (120 mL) was treated with 3-trifluoromethylphenol (21 g, 129 mmol) and cesium carbonate (50 g, 154 mmol). The mixture was heated at 70° C. for 14 h. The reaction was concentrated. The residue was dissolved in ethyl acetate and washed with brine, 5% lithium chloride, and aqueous HCl and brine. After concentration, purification was achieved by column chromatography on silica gel using a continuous gradient from 0% to 40% ethy... Reactants: ClCC(C)=O (chloroacetone), [N+](=O)([O-])C1=CC=C2C(C(=O)NC2=O)=C1 (5-nitro-phthalimide), C([O-])([O-])=O.[K+].[K+] (potassium carbonate), ClCC(C)=O (chloroacetone). Run at temperature 100 celsius. Yields the product [N+](=O)([O-])C1=CC=C2C(C(=O)N(C2=O)CC(C)=C=O)=C1 (5-nitro-N-(2-carbonyl-propyl)-phthalimide). As a reaction SMILES: [N+:1]([C:4]1[CH:14]=[C:8]2[C:9]([NH:11][C:12](=[O:13])[C:7]2=[CH:6][CH:5]=1)=[O:10])([O-:3])=[O:2].[C:15](=[O:18])([O-])[O-].[K+].[K+].Cl[CH2:22][C:23](=O)[CH3:24]>>[N+:1]([C:4]1[CH:14]=[C:8]2[C:9]([N:11]([CH2:22][C:23](=[C:15]=[O:18])[CH3:24])[C:12](=[O:13])[C:7]2=[CH:6][CH:5]=1)=[O:10])([O-:3])=[O:2] |f:1.2.3|. Reported procedure: After 4.0 g of 5-nitro-phthalimide were mixed with 5.74 g of potassium carbonate thoroughly, the resulting mixture was poured into a 25 mL flask followed by adding 6.6 mL of chloroacetone, and heated to 90-110° C. (a reflux condensing tube was needed to be equipped on the flask, the system was protected with argon). After the reaction was conducted for 3-4 hr, excess of chloroacetone was removed under a reduced pressure, into the residue was added a great deal of water, then filtrated with Buchn... Starting materials: ClC=1C=CC=C2C(=CN(C12)CC1CCCCC1)C(=O)C(F)(F)F (7-chloro-1-(cyclohexyl)methyl-3-[(trifluoromethyl)carbonyl]-1H-indole), [OH-].[Na+] (NaOH). The solvent is C(C)O (ethanol). Conditions: temperature 85 celsius, time 18 hour. Yields the product ClC=1C=CC=C2C(=CN(C12)CC1CCCCC1)C(=O)O (7-chloro-1-(cyclohexyl)methyl-1H-indole-3-carboxylic acid). RXN SMILES: [Cl:1][C:2]1[CH:3]=[CH:4][CH:5]=[C:6]2[C:10]=1[N:9]([CH2:11][CH:12]1[CH2:17][CH2:16][CH2:15][CH2:14][CH2:13]1)[CH:8]=[C:7]2[C:18](C(F)(F)F)=[O:19].[OH-:24].[Na+]>C(O)C>[Cl:1][C:2]1[CH:3]=[CH:4][CH:5]=[C:6]2[C:10]=1[N:9]([CH2:11][CH:12]1[CH2:13][CH2:14][CH2:15][CH2:16][CH2:17]1)[CH:8]=[C:7]2[C:18]([OH:19])=[O:24] |f:1.2|. Reported procedure: The mixture of 7-chloro-1-(cyclohexyl)methyl-3-[(trifluoromethyl)carbonyl]-1H-indole (8.6 g, 25.0 mmol) and 4N NaOH (60 ml) in ethanol (40 ml) was stirred at 85° C. for 18 h. The mixture was concentrated in vacuo and the residue was acidified with 5N HCl, then partitioned between dichloromethane and water. The aqueous layer was extracted with dichloromethane and combined organic layers were washed with brine, dried over sodium sulfate and concentrated in vacuo. The obtained crystals were washed ... The reactants are CC[O-].[Na+] (NaOEt), C(C)O (ethanol), C(C)OC(C(C(=O)OCC)=CN)=O (2-aminomethylene-malonic acid diethyl ester), C1(=CC=CC=C1)N=C=O (phenyl isocyanate), C(C)(C)N(C(C)C)CC (N,N-diisopropylethylamine), ester. Run in ClCCCl (1,2-dichloroethane). Reaction conditions: temperature 100 celsius. Product: C(C)N1C(N(C(C(=C1)C(=O)O)=O)C1=CC=CC=C1)=O (1-ethyl-2,4-dioxo-3-phenyl-1,2,3,4-tetrahydro-pyrimidine-5-carboxylic acid). As a reaction SMILES: C(O[C:4](=[O:13])[C:5](=[CH:11][NH2:12])[C:6]([O:8]CC)=[O:7])C.[C:14]1([N:20]=[C:21]=[O:22])[CH:19]=[CH:18][CH:17]=[CH:16][CH:15]=1.[CH:23](N(CC)C(C)C)(C)[CH3:24].CC[O-].[Na+].C(O)C>ClCCCl>[CH2:23]([N:12]1[CH:11]=[C:5]([C:6]([OH:8])=[O:7])[C:4](=[O:13])[N:20]([C:14]2[CH:19]=[CH:18][CH:17]=[CH:16][CH:15]=2)[C:21]1=[O:22])[CH3:24] |f:3.4|. Procedure: To a solution of 2-aminomethylene-malonic acid diethyl ester (0.75 g, 4.0 mmol) and phenyl isocyanate (0.57 g, 4.4 mmol) in 1,2-dichloroethane (20 mL) was added N,N-diisopropylethylamine (0.77 mL, 4.4 mmol) and heated at 100° C. 6 h. The mixture was cooled and filtered. The solids were purified by column chromatography with 0-5% MeOH in methylene chloride. This intermediate urea was suspended in ethanol (10 mL) and 21% NaOEt in ethanol (1.29 mL, 4.0 mmol) was added. After 18 h the solvent was re... Reactants: [BH4-].[Li+] (lithium borohydride), FC1=CC=C(C=C1)C(C(=O)OC)NC(C=C1CCN(CC1)S(=O)(=O)C1=CC=C(C=C1)OC(F)(F)F)=O (methyl 2-(4-fluorophenyl)-2-(2-(1-(4-(trifluoromethoxy)phenylsulfonyl)piperidin-4-ylidene)acetamido)acetate). Solvent: C1CCOC1 (THF), C1CCOC1 (THF). Run at time 18 hour. Yields the product FC1=CC=C(C=C1)C(CO)NC(C=C1CCN(CC1)S(=O)(=O)C1=CC=C(C=C1)OC(F)(F)F)=O (N-(1-(4-fluorophenyl)-2-hydroxyethyl)-2-(1-(4-(trifluoromethoxy)phenylsulfonyl)piperidin-4-ylidene)acetamide). Isolated yield 91.7%. RXN SMILES: [BH4-].[Li+].[F:3][C:4]1[CH:9]=[CH:8][C:7]([CH:10]([NH:15][C:16](=[O:38])[CH:17]=[C:18]2[CH2:23][CH2:22][N:21]([S:24]([C:27]3[CH:32]=[CH:31][C:30]([O:33][C:34]([F:37])([F:36])[F:35])=[CH:29][CH:28]=3)(=[O:26])=[O:25])[CH2:20][CH2:19]2)[C:11](OC)=[O:12])=[CH:6][CH:5]=1>C1COCC1>[F:3][C:4]1[CH:9]=[CH:8][C:7]([CH:10]([NH:15][C:16](=[O:38])[CH:17]=[C:18]2[CH2:23][CH2:22][N:21]([S:24]([C:27]3[CH:32]=[CH:31][C:30]([O:33][C:34]([F:35])([F:37])[F:36])=[CH:29][CH:28]=3)(=[O:26])=[O:25])[CH2:20][CH2:19]2)[CH2:11][OH:12])=[CH:6][CH:5]=1 |f:0.1|. Reported procedure: A solution of lithium borohydride (42.3 mg, 1.94 mmol) in THF (3 ml) was added at 0° C. to a solution of methyl 2-(4-fluorophenyl)-2-(2-(1-(4-(trifluoromethoxy)phenylsulfonyl)piperidin-4-ylidene)acetamido)acetate prepared in EXAMPLE 19 (350 mg, 0.647 mmol) in THF (7 ml) and the whole was stirred at room temperature for 18 hours. The reaction mixture was quenched with H2O and the resulting precipitation was collected and washed with H2O and n-hexane to give N-(1-(4-fluorophenyl)-2-hydroxyethyl)-2... Starting materials: ClC1=C(C=O)C=CC=C1Cl (2,3-dichlorobenzaldehyde), N\C(=C/C(=O)OC)\C (methyl 3-aminocrotonate), C(CC(=O)C)(=O)OCC(CN(C)CC1=CC=CC=C1)(C)C (3-(N-benzyl-N-methylamino)-2,2-dimethylpropyl acetoacetate). Solvent: CC(C)O (2-propanol). Product: CC=1NC(=C(C(C1C(=O)OCC(CN(C)CC1=CC=CC=C1)(C)C)C1=C(C(=CC=C1)Cl)Cl)C(=O)OC)C (3-(N-benzyl-N-methylamino)-2,2-dimethylpropyl methyl 2,6-dimethyl-4-(2,3-dichlorophenyl)-1,4-dihydropyridine-3,5-dicarboxylate). Yield: 47.7%. RXN SMILES: [Cl:1][C:2]1[C:9]([Cl:10])=[CH:8][CH:7]=[CH:6][C:3]=1[CH:4]=O.[NH2:11]/[C:12](/[CH3:18])=[CH:13]\[C:14]([O:16][CH3:17])=[O:15].[C:19]([O:25][CH2:26][C:27]([CH3:39])([CH3:38])[CH2:28][N:29]([CH2:31][C:32]1[CH:37]=[CH:36][CH:35]=[CH:34][CH:33]=1)[CH3:30])(=[O:24])[CH2:20][C:21]([CH3:23])=O>CC(O)C>[CH3:23][C:21]1[NH:11][C:12]([CH3:18])=[C:13]([C:14]([O:16][CH3:17])=[O:15])[CH:4]([C:3]2[CH:6]=[CH:7][CH:8]=[C:9]([Cl:10])[C:2]=2[Cl:1])[C:20]=1[C:19]([O:25][CH2:26][C:27]([CH3:39])([CH3:38])[CH2:28][N:29]([CH2:31][C:32]1[CH:37]=[CH:36][CH:35]=[CH:34][CH:33]=1)[CH3:30])=[O:24]. Procedure details: A mixture of 175 mg of 2,3-dichlorobenzaldehyde, 126 mg of methyl 3-aminocrotonate and 320 mg of 3-(N-benzyl-N-methylamino)-2,2-dimethylpropyl acetoacetate in 1 ml of 2-propanol was refluxed for 8 hours, and then the solvent was distilled off under reduced pressure. The residue was purified by a column chromatography on silica gel to provide 260 mg of the desired compound (134). The reactants are COc1ccc2c(Sc3ccccc3)ccnc2c1, CO, ClCCl, O=C(OO)c1cccc(Cl)c1. Product: COc1ccc2c(S(=O)c3ccccc3)ccnc2c1. Reaction SMILES: [CH3:1][O:2][c:3]1[cH:4][cH:5][c:6]2[c:7]([S:13][c:14]3[cH:15][cH:16][cH:17][cH:18][cH:19]3)[cH:8][cH:9][n:10][c:11]2[cH:12]1.[CH3:31][OH:32].[Cl:33][CH2:34][Cl:35].[OH:20][O:21][C:22]([c:23]1[cH:24][c:25]([Cl:26])[cH:27][cH:28][cH:29]1)=[O:30]>>[CH3:1][O:2][c:3]1[cH:4][cH:5][c:6]2[c:7]([S:13]([c:14]3[cH:15][cH:16][cH:17][cH:18][cH:19]3)=[O:20])[cH:8][cH:9][n:10][c:11]2[cH:12]1.